From a dataset of the Open Reaction Database (ORD), a public repository of structured organic reaction records. describe an organic reaction: reactants, conditions, products, and yield Starting materials: CCCCc1ccc(C#Cc2ccc(C(=O)O)cc2)cc1, CCN(C(C)C)C(C)C, ClCCl, CCCCCCNCc1ccc(F)c(C(=O)OC)c1, [Na+], [OH-], On1nnc2ccccc21. The product is CCCCCCN(Cc1ccc(F)c(C(=O)OC)c1)C(=O)c1ccc(C#Cc2ccc(CCCC)cc2)cc1. Reaction SMILES: [CH2:1]([CH2:2][CH2:3][CH3:4])[c:5]1[cH:6][cH:7][c:8]([C:11]#[C:12][c:13]2[cH:14][cH:15][c:16]([C:17](=[O:18])[OH:19])[cH:20][cH:21]2)[cH:9][cH:10]1.[CH:32]([N:33]([CH2:34][CH3:35])[CH:36]([CH3:37])[CH3:38])([CH3:39])[CH3:40].[Cl:62][CH2:63][Cl:64].[F:41][c:42]1[c:43]([C:44](=[O:45])[O:46][CH3:47])[cH:48][c:49]([CH2:52][NH:53][CH2:54][CH2:55][CH2:56][CH2:57][CH2:58][CH3:59])[cH:50][cH:51]1.[Na+:61].[OH-:60].[OH:22][n:23]1[c:24]2[c:25]([cH:26][cH:27][cH:28][cH:29]2)[n:30][n:31]1>>[CH2:1]([CH2:2][CH2:3][CH3:4])[c:5]1[cH:6][cH:7][c:8]([C:11]#[C:12][c:13]2[cH:14][cH:15][c:16]([C:17](=[O:19])[N:53]([CH2:52][c:49]3[cH:48][c:43]([C:44](=[O:45])[O:46][CH3:47])[c:42]([F:41])[cH:51][cH:50]3)[CH2:54][CH2:55][CH2:56][CH2:57][CH2:58][CH3:59])[cH:20][cH:21]2)[cH:9][cH:10]1. The reactants are CCCC[N+](CCCC)(CCCC)CCCC.[F-] (TBAF), ClC=1C(=CC2=C(N(C(=N2)OC=2C=CC(=C(C(=O)O)C2)C)COCC[Si](C)(C)C)C1)C1=CC=C(C=C1)N1CCCC1 (5-[(6-chloro-5-(4-pyrrolidin-1-ylphenyl)-1-{[2-(trimethylsilyl)ethoxy]methyl}-1H-benzimidazol-2-yl)oxy]-2-methylbenzoic acid). The solvent is O1CCOCC1 (dioxane), CCOC(=O)C (EtOAc). Conditions: temperature 80 celsius. Yields the product ClC=1C(=CC2=C(NC(=N2)OC=2C=CC(=C(C(=O)O)C2)C)C1)C1=CC=C(C=C1)N1CCCC1 (5-{[6-chloro-5-(4-pyrrolidin-1-ylphenyl)-1H-benzimidazol-2-yl]oxy}-2-methylbenzoic acid). Reaction SMILES: CCCC[N+](CCCC)(CCCC)CCCC.[F-].[Cl:19][C:20]1[C:21]([C:48]2[CH:53]=[CH:52][C:51]([N:54]3[CH2:58][CH2:57][CH2:56][CH2:55]3)=[CH:50][CH:49]=2)=[CH:22][C:23]2[N:27]=[C:26]([O:28][C:29]3[CH:30]=[CH:31][C:32]([CH3:38])=[C:33]([CH:37]=3)[C:34]([OH:36])=[O:35])[N:25](COCC[Si](C)(C)C)[C:24]=2[CH:47]=1>O1CCOCC1.CCOC(C)=O>[Cl:19][C:20]1[C:21]([C:48]2[CH:53]=[CH:52][C:51]([N:54]3[CH2:58][CH2:57][CH2:56][CH2:55]3)=[CH:50][CH:49]=2)=[CH:22][C:23]2[N:27]=[C:26]([O:28][C:29]3[CH:30]=[CH:31][C:32]([CH3:38])=[C:33]([CH:37]=3)[C:34]([OH:36])=[O:35])[NH:25][C:24]=2[CH:47]=1 |f:0.1|. Procedure: TBAF (1M in THF) (0.5 mL, 0.5 mmol) was added to a solution of 5-[(6-chloro-5-(4-pyrrolidin-1-ylphenyl)-1-{[2-(trimethylsilyl)ethoxy]methyl}-1H-benzimidazol-2-yl)oxy]-2-methylbenzoic acid in dioxane (3 mL). The reaction was heated at 80° C. for 16 h. The mixture was diluted with EtOAc (10 mL) and washed with 2N HCl, followed by water and concentrated. Purification by reverse phase HPLC eluting with 10-90% MeCN:water) afforded the title compound as an off-white solid. LC-MS: calculated for C25H22... Starting materials: N#Cc1ccc2c(c1)ncn2-c1ccc2[nH]ccc2c1, CN(C)C=O, [Na+], [OH-], O=P(Cl)(Cl)Cl. The product is N#Cc1ccc2c(c1)ncn2-c1ccc2[nH]cc(C=O)c2c1. Reaction SMILES: [C:6](#[N:7])[c:8]1[cH:9][c:10]2[c:11]([n:12](-[c:15]3[cH:16][c:17]4[cH:18][cH:19][nH:20][c:21]4[cH:22][cH:23]3)[cH:13][n:14]2)[cH:24][cH:25]1.[CH3:28][N:29]([CH:30]=[O:31])[CH3:32].[Na+:27].[OH-:26].[P:1]([Cl:2])([Cl:3])([Cl:4])=[O:5]>>[C:6](#[N:7])[c:8]1[cH:9][c:10]2[c:11]([n:12](-[c:15]3[cH:16][c:17]4[c:18]([CH:30]=[O:31])[cH:19][nH:20][c:21]4[cH:22][cH:23]3)[cH:13][n:14]2)[cH:24][cH:25]1. Reactants: [BH-](OC(=O)C)(OC(=O)C)OC(=O)C.[Na+] (NaB(OAc)3H), CNC (dimethylamine), CC(=O)O (AcOH), COC1=C2CCC(CC2=CC=C1)=O (5-methoxy-2-tetralone), [BH-](OC(=O)C)(OC(=O)C)OC(=O)C.[Na+] (NaB(OAc)3H), C(=O)(O)[O-].[Na+] (NaHCO3). Solvent: O (H2O), C(Cl)Cl (CH2Cl2). Reaction conditions: time 4 hour. Yields the product COC1=C2CCC(CC2=CC=C1)N(C)C (N-(5-Methoxy-1,2,3,4-tetrahydronaphthalen-2-yl)-N,N-dimethylamine). Isolated yield 73.6%. Reaction SMILES: [CH3:1][O:2][C:3]1[CH:12]=[CH:11][CH:10]=[C:9]2[C:4]=1[CH2:5][CH2:6][C:7](=O)[CH2:8]2.[CH3:14][NH:15][CH3:16].CC(O)=O.[BH-](OC(C)=O)(OC(C)=O)OC(C)=O.[Na+].C([O-])(O)=O.[Na+]>C(Cl)Cl.O>[CH3:1][O:2][C:3]1[CH:12]=[CH:11][CH:10]=[C:9]2[C:4]=1[CH2:5][CH2:6][CH:7]([N:15]([CH3:16])[CH3:14])[CH2:8]2 |f:3.4,5.6|. Procedure: To a solution of 5-methoxy-2-tetralone (10.33 g, 58.62 mmol) dissolved in CH2Cl2 (400 mL) were added dimethylamine (5.6 M in EtOH, 14 mL, 76.206 mmol) and AcOH (0.46 mL, 5.862 mmol), and the mixture was stirred for 4 h at room temperature. It was then cooled to 0° C. and NaB(OAc)3H (0.45 eq, 5.59 g, 26.379 mmol) was added over a period of 20 min. After 1 h stirring at 0° C., NaB(OAc)3H (1.0 eq, 12.42 g, 58.62 mmol) was added over a period of 30 min. The reaction mixture was warmed to room temper... Reactants: C(C)(C)(C)OC(NC[C@@H]1CC[C@H](CC1)C(NC(CC1=CC=CC=C1)C=1SC=C(C1)Br)=O)=O (Trans-{4-[1-(4-bromo-thiophen-2-yl)-2-phenylethylcarbamoyl]-cyclohexylmethyl}-carbamic acid tert-butyl ester), C(N)(=O)C1=CC=C(C=C1)B(O)O (4-carbamoylphenylboronic acid), P(=O)([O-])([O-])[O-].[K+].[K+].[K+] (potassium phosphate). The reagents and catalysts are [Pd].C(C)(C)(C)P(C(C)(C)C)C(C)(C)C.C(C)(C)(C)P(C(C)(C)C)C(C)(C)C (bis(tri-t-butylphosphine) palladium). Run in CN(C)C=O (DMF). Run at temperature 85 celsius, time 2.5 hour. The product is C(C)(C)(C)OC(NC[C@@H]1CC[C@H](CC1)C(NC(CC1=CC=CC=C1)C=1SC=C(C1)C1=CC=C(C=C1)C(N)=O)=O)=O (Trans-(4-{1-[4-(4-carbamoyl-phenyl)-thiophen-2-yl]-2-phenyl-ethylcarbamoyl}-cyclohexylmethyl)-carbamic acid tert-butyl ester). RXN SMILES: [C:1]([O:5][C:6](=[O:32])[NH:7][CH2:8][C@H:9]1[CH2:14][CH2:13][C@H:12]([C:15](=[O:31])[NH:16][CH:17]([C:25]2[S:26][CH:27]=[C:28](Br)[CH:29]=2)[CH2:18][C:19]2[CH:24]=[CH:23][CH:22]=[CH:21][CH:20]=2)[CH2:11][CH2:10]1)([CH3:4])([CH3:3])[CH3:2].[C:33]([C:36]1[CH:41]=[CH:40][C:39](B(O)O)=[CH:38][CH:37]=1)(=[O:35])[NH2:34].P([O-])([O-])([O-])=O.[K+].[K+].[K+]>CN(C=O)C.[Pd].C(P(C(C)(C)C)C(C)(C)C)(C)(C)C.C(P(C(C)(C)C)C(C)(C)C)(C)(C)C>[C:1]([O:5][C:6](=[O:32])[NH:7][CH2:8][C@H:9]1[CH2:14][CH2:13][C@H:12]([C:15](=[O:31])[NH:16][CH:17]([C:25]2[S:26][CH:27]=[C:28]([C:39]3[CH:40]=[CH:41][C:36]([C:33](=[O:35])[NH2:34])=[CH:37][CH:38]=3)[CH:29]=2)[CH2:18][C:19]2[CH:24]=[CH:23][CH:22]=[CH:21][CH:20]=2)[CH2:11][CH2:10]1)([CH3:4])([CH3:3])[CH3:2] |f:2.3.4.5,7.8.9|. Reported procedure: A mixture of 1B (522 mg, 1.0 mmol) and 4-carbamoylphenylboronic acid (248 mg, 1.5 mmol) was dissolved in DMF (15 mL). Under N2, potassium phosphate (530 mg, 2.5 mmol) and bis(tri-t-butylphosphine) palladium (25 mg, 5 mol %) were added to the mixture. The resulting mixture was stirred at 85° C. for 2.5 h. The reaction mixture was cooled to rt, filtered and concentrated. Reverse-phase HPLC purification afforded IC as a light yellow solid. LC/MS m/z 561.2 (M+H)+. 1H NMR (400 MHz, CD3OD) δ: 0.91-0.9...